Dataset: the Open Reaction Database (ORD), a public repository of structured organic reaction records. Task: describe an organic reaction: reactants, conditions, products, and yield Starting materials: [Al+3], CC(C)[O-], CC(C)[O-], CC(C)[O-], O=Cc1ccco1, CC(C)=CCCC(C)=CCOC=O. The product is CC(C)=CCCC(C)=CC=O. Reaction SMILES: [Al+3:12].[CH3:13][CH:14]([CH3:15])[O-:16].[CH3:17][CH:18]([CH3:19])[O-:20].[CH3:8][CH:9]([CH3:10])[O-:11].[CH:1](=[O:2])[c:3]1[o:4][cH:5][cH:6][cH:7]1.[CH:21](=[O:22])[O:23][CH2:24][CH:25]=[C:26]([CH3:27])[CH2:28][CH2:29][CH:30]=[C:31]([CH3:32])[CH3:33]>>[O:23]=[CH:24][CH:25]=[C:26]([CH3:27])[CH2:28][CH2:29][CH:30]=[C:31]([CH3:32])[CH3:33]. Starting materials: ClCCOc1cccc2[nH]ncc12, [H-], [Na+], C1CCOC1, O=S(=O)(Cl)c1ccccc1. The product is O=S(=O)(c1ccccc1)n1ncc2c(OCCCl)cccc21. RXN SMILES: [Cl:1][CH2:2][CH2:3][O:4][c:5]1[c:6]2[cH:7][n:8][nH:9][c:10]2[cH:11][cH:12][cH:13]1.[H-:15].[Na+:14].[O:26]1[CH2:27][CH2:28][CH2:29][CH2:30]1.[c:16]1([S:22](=[O:23])(=[O:24])[Cl:25])[cH:17][cH:18][cH:19][cH:20][cH:21]1>>[Cl:1][CH2:2][CH2:3][O:4][c:5]1[c:6]2[cH:7][n:8][n:9]([S:22]([c:16]3[cH:17][cH:18][cH:19][cH:20][cH:21]3)(=[O:23])=[O:24])[c:10]2[cH:11][cH:12][cH:13]1. The reactants are O (water), C(C)(C)(C)OC(NCC=1N(C(C2=CC=C(C=C2C1OCCCC)O)=O)CC(C)C)=O (tert-butyl(4-butoxy-6-hydroxy-2-isobutyl-1-oxo-1,2-dihydro-3-isoquinolinyl)methylcarbamate), ICC(=O)N (2-iodoacetamide), C1CCC2=NCCCN2CC1 (1,8-diazabicyclo[5.4.0]-7-undecene). Run in CN(C=O)C (N,N-dimethylformamide). The product is C(C)(C)(C)OC(NCC=1N(C(C2=CC=C(C=C2C1OCCCC)OCC(=O)N)=O)CC(C)C)=O (tert-butyl[6-(2-amino-2-oxoethoxy)-4-butoxy-2-isobutyl-1-oxo-1,2-dihydro-3-isoquinolinyl]methylcarbamate). Isolated yield 77.8%. Reaction SMILES: [C:1]([O:5][C:6](=[O:30])[NH:7][CH2:8][C:9]1[N:10]([CH2:26][CH:27]([CH3:29])[CH3:28])[C:11](=[O:25])[C:12]2[C:17]([C:18]=1[O:19][CH2:20][CH2:21][CH2:22][CH3:23])=[CH:16][C:15]([OH:24])=[CH:14][CH:13]=2)([CH3:4])([CH3:3])[CH3:2].I[CH2:32][C:33]([NH2:35])=[O:34].C1CCN2C(=NCCC2)CC1.O>CN(C)C=O>[C:1]([O:5][C:6](=[O:30])[NH:7][CH2:8][C:9]1[N:10]([CH2:26][CH:27]([CH3:29])[CH3:28])[C:11](=[O:25])[C:12]2[C:17]([C:18]=1[O:19][CH2:20][CH2:21][CH2:22][CH3:23])=[CH:16][C:15]([O:24][CH2:32][C:33]([NH2:35])=[O:34])=[CH:14][CH:13]=2)([CH3:4])([CH3:2])[CH3:3]. Procedure details: A solution of tert-butyl(4-butoxy-6-hydroxy-2-isobutyl-1-oxo-1,2-dihydro-3-isoquinolinyl)methylcarbamate (0.42 g, 1 mmol), 2-iodoacetamide (0.27 g, 1.5 mmol) and 1,8-diazabicyclo[5.4.0]-7-undecene (0.22 mL, 1.5 mmol) in N,N-dimethylformamide (10 mL) was stirred at 80° C. for 10 h. The reaction mixture was poured into water and extracted with ethyl acetate. The extract was washed with brine, dried over anhydrous magnesium sulfate and concentrated under reduced pressure. The obtained crystals were... Starting materials: C(C)(C)(C)OC(=O)N1C=2C(N=C(NC2NCC1C(C(C)O)O)N=CN(C)C)=O (6-(1,2-Dihydroxy-propyl)-2-(dimethylamino-methyleneamino)-4-oxo-4,6,7,8-tetrahydro-1H-pteridine-5-carboxylic acid tert-butyl ester), C(=O)(OC(C)(C)C)N1[C@H](C(=O)O)CCC1 (N-Boc-L-Proline). The product is N1(C(CCC1)C(=O)O)C(=O)O (Pyrrolidine-1,2-dicarboxylic acid). Isolated yield 321.1%. As a reaction SMILES: C(OC(N1C(C(O)C(O)C)CNC2NC(N=CN(C)C)=NC(=O)C1=2)=O)(C)(C)C.[C:29]([N:36]1[CH2:43][CH2:42][CH2:41][C@H:37]1[C:38]([OH:40])=[O:39])([O:31]C(C)(C)C)=[O:30]>>[N:36]1([C:29]([OH:31])=[O:30])[CH2:43][CH2:42][CH2:41][CH:37]1[C:38]([OH:40])=[O:39]. Reported procedure: The product of Example 5, step b) was treated by the same method as that described in Example 10, step a) except N-Boc-L-Proline (12.6 g, 5.87 mmol) was used to give the sub-title compound as a pale yellow solid (3.0 g, 60%). MS: ESI (positive): 791 (M+H).